Dataset: the Open Reaction Database (ORD), a public repository of structured organic reaction records. Task: describe an organic reaction: reactants, conditions, products, and yield Starting materials: F[C@@]12[C@]3(CCC(C=C3CC[C@H]1[C@@H]1C[C@H]([C@](C(CO)=O)([C@]1(C[C@@H]2O)C)O)OCC2OC2)=O)C (9-fluoro-11β ,17,21-trihydroxy-16α-(oxiranyl-methoxy)pregn-4-ene-3,20 -dione), 21-acetate, I(=O)(=O)(=O)O (periodic acid). Solvent: O1CCCC1 (tetrahydrofuran), O (water), ClCCl (dichloromethane), O (water). The product is C(C=C)O[C@H]1[C@](C(CO)=O)([C@]2(C[C@@H]([C@@]3([C@]4(CCC(C=C4CC[C@H]3[C@@H]2C1)=O)C)F)O)C)O (16α-allyloxy-9-fluoro-11β ,17,21-trihydroxypregn-4-ene-3,20-dione). The yield is 22.7%. RXN SMILES: [F:1][C@:2]12[C@@H:22]([OH:23])[CH2:21][C@@:20]3([CH3:24])[C@@H:12]([CH2:13][C@@H:14]([O:26][CH2:27][CH:28]4[CH2:30]O4)[C@:15]3([OH:25])[C:16](=[O:19])[CH2:17][OH:18])[C@@H:11]1[CH2:10][CH2:9][C:8]1[C@:3]2([CH3:32])[CH2:4][CH2:5][C:6](=[O:31])[CH:7]=1.I(O)(=O)(=O)=O>O1CCCC1.O.ClCCl>[CH2:27]([O:26][C@@H:14]1[CH2:13][C@@H:12]2[C@:20]([CH3:24])([CH2:21][C@H:22]([OH:23])[C@@:2]3([F:1])[C@H:11]2[CH2:10][CH2:9][C:8]2[C@:3]3([CH3:32])[CH2:4][CH2:5][C:6](=[O:31])[CH:7]=2)[C@@:15]1([OH:25])[C:16](=[O:19])[CH2:17][OH:18])[CH:28]=[CH2:30]. Procedure: A solution of 20.1 g of crude 9-fluoro-11β ,17,21-trihydroxy-16α-(oxiranyl-methoxy)pregn-4-ene-3,20 -dione, 21-acetate in 300 ml of tetrahydrofuran is stirred with a solution of 30 g of periodic acid in 75 ml of water for 6 3/4 hours. The solution is diluted with water and extracted with chloroform. The chloroform extract was washed with 5% sodium bicarbonate solution, dried, and evaporated in vacuo to give 18.2 g of crude product. This material is dissolved in 60 ml of dichloromethane and chrom... Reactants: ClC1=C(C(=[N+](C=C1)[O-])C)C (4-chloro-2,3-dimethylpyridine-N-oxide), SCCO (2-mercaptoethanol), [H-].[Na+] (sodium hydride). As a reaction SMILES: Cl[C:2]1[CH:7]=[CH:6][N+:5]([O-:8])=[C:4]([CH3:9])[C:3]=1[CH3:10].[SH:11][CH2:12][CH2:13][OH:14].[H-].[Na+]>>[CH3:9][C:4]1[C:3]([CH3:10])=[C:2]([S:11][CH2:12][CH2:13][OH:14])[CH:7]=[CH:6][N+:5]=1[O-:8] |f:2.3|. Reported procedure: According to the procedure indicated in Example A2.a), reaction of 4-chloro-2,3-dimethylpyridine-N-oxide with 2-mercaptoethanol and sodium hydride gives the title compound as an oily residue which is employed in the subsequent step without further purification. Product: CC1=[N+](C=CC(=C1C)SCCO)[O-] (2,3-Dimethyl-4-(2-hydroxyethylthio)pyridine-N-oxide). Starting materials: C1(CCCC1)C[C@@H](C(=O)O)CC(=O)OC(C)(C)C ((2R)-2-(cyclopentylmethyl)-4-[(1,1-dimethylethyl)oxy]-4-oxobutanoic acid), N1=CC=CC=C1 (pyridine), FC1=NC(=NC(=N1)F)F (2,4,6-trifluoro-1,3,5-triazine). Solvent: C(Cl)Cl (DCM), C(Cl)Cl (DCM). Reaction conditions: time 2 hour. Product: crude product, C1(CCCC1)C[C@H](CC(=O)OC(C)(C)C)C(=O)F (1,1-dimethylethyl (3R)-3-(cyclopentylmethyl)-4-fluoro-4-oxobutanoate). RXN SMILES: [CH:1]1([CH2:6][C@H:7]([CH2:11][C:12]([O:14][C:15]([CH3:18])([CH3:17])[CH3:16])=[O:13])[C:8](O)=[O:9])[CH2:5][CH2:4][CH2:3][CH2:2]1.N1C=CC=CC=1.[F:25]C1N=C(F)N=C(F)N=1>C(Cl)Cl>[CH:1]1([CH2:6][C@@H:7]([C:8]([F:25])=[O:9])[CH2:11][C:12]([O:14][C:15]([CH3:18])([CH3:17])[CH3:16])=[O:13])[CH2:5][CH2:4][CH2:3][CH2:2]1. Reported procedure: To a solution of (2R)-2-(cyclopentylmethyl)-4-[(1,1-dimethylethyl)oxy]-4-oxobutanoic acid (Tetrahedron, 2001, 57(36), 7675-7683) (4.0 g, 15.60 mmol) in DCM was added pyridine (1.38 ml, 17.2 mmol) and a solution of 2,4,6-trifluoro-1,3,5-triazine (2.3 g, 17.2 mmol) in DCM (10 mL). The reaction was stirred at room temperature for 2 h. The solution was then washed with citric acid (20 mL×2) and brine (20 mL), then concentrated to provide the crude product, 1,1-dimethylethyl (3R)-3-(cyclopentylmethyl...